Dataset: the Open Reaction Database (ORD), a public repository of structured organic reaction records. Task: describe an organic reaction: reactants, conditions, products, and yield Reactants: CC(C)(C)C(=O)OCCl, [H-], [Na+], C1CCOC1, O=C(OCc1ccccc1)c1cccc2cc[nH]c12. Yields the product CC(C)(C)C(=O)OCn1ccc2cccc(C(=O)OCc3ccccc3)c21. As a reaction SMILES: [C:22]([C:23]([CH3:24])([CH3:25])[CH3:26])(=[O:27])[O:28][CH2:29][Cl:30].[H-:1].[Na+:2].[O:31]1[CH2:32][CH2:33][CH2:34][CH2:35]1.[nH:3]1[cH:4][cH:5][c:6]2[cH:7][cH:8][cH:9][c:10]([C:12](=[O:13])[O:14][CH2:15][c:16]3[cH:17][cH:18][cH:19][cH:20][cH:21]3)[c:11]12>>[n:3]1([CH2:29][O:28][C:22]([C:23]([CH3:24])([CH3:25])[CH3:26])=[O:27])[cH:4][cH:5][c:6]2[cH:7][cH:8][cH:9][c:10]([C:12](=[O:13])[O:14][CH2:15][c:16]3[cH:17][cH:18][cH:19][cH:20][cH:21]3)[c:11]12.